Dataset: the Open Reaction Database (ORD), a public repository of structured organic reaction records. Task: describe an organic reaction: reactants, conditions, products, and yield Procedure details: To a stirred solution of 35.8 g. of sodium metal in one liter of absolute ethanol, there is added 88.5 g. of m-toluamidine hydrochloride followed by the dropwise addition of 91.5 g. of diethyl malonate over a fifteen minutes period. The reaction mixture is heated under reflux for four hours. The solution is filtered and the filter cake dissolved in water. The ethanol filtrate is evaporated to dryness and the solid residue added to the water solution. Upon acidification of the aqueous solution to... Solvent: C(C)O (ethanol). The reactants are Cl.C1(=CC(=CC=C1)C(=N)N)C (m-toluamidine hydrochloride), [Na] (sodium), C(CC(=O)OCC)(=O)OCC (diethyl malonate). RXN SMILES: [Na].Cl.[C:3]1([CH3:12])[CH:8]=[CH:7][CH:6]=[C:5]([C:9]([NH2:11])=[NH:10])[CH:4]=1.[C:13](OCC)(=[O:20])[CH2:14][C:15](OCC)=[O:16]>C(O)C>[C:3]1([CH3:12])[CH:8]=[CH:7][CH:6]=[C:5]([C:9]2[NH:10][C:13](=[O:20])[CH2:14][C:15](=[O:16])[N:11]=2)[CH:4]=1 |f:1.2,^1:0|. Product: C1(=CC(=CC=C1)C=1NC(CC(N1)=O)=O)C (2-(3-tolyl)-4,6-(1H,5H)-pyrimidinedione). Reactants: ClC1=C(C=NC2=CC(=C(C=C12)NC(C)=O)OCC)C#N (N-(4-chloro-3-cyano-7-ethoxy-6-quinolinyl)acetamide), C(C1=CC=CC=C1)OC1=C(C=C(C=C1)N)Cl (4-Benzyloxy-3-chloro-phenylamine), Cl.N1=CC=CC=C1 (pyridine hydrochloride). Solvent: C(C)(C)O (isopropanol). The product is C(C1=CC=CC=C1)OC1=C(C=C(NC2=C(C=NC3=CC(=C(C=C23)NC(C)=O)OCC)C#N)C=C1)Cl (N-{4-[4-(Benzyloxy)-3-chloroanilino]-3-cyano-7-ethoxy-6-quinolinyl}acetamide). Reaction SMILES: Cl[C:2]1[C:11]2[C:6](=[CH:7][C:8]([O:16][CH2:17][CH3:18])=[C:9]([NH:12][C:13](=[O:15])[CH3:14])[CH:10]=2)[N:5]=[CH:4][C:3]=1[C:19]#[N:20].[CH2:21]([O:28][C:29]1[CH:34]=[CH:33][C:32]([NH2:35])=[CH:31][C:30]=1[Cl:36])[C:22]1[CH:27]=[CH:26][CH:25]=[CH:24][CH:23]=1.Cl.N1C=CC=CC=1>C(O)(C)C>[CH2:21]([O:28][C:29]1[CH:34]=[CH:33][C:32]([NH:35][C:2]2[C:11]3[C:6](=[CH:7][C:8]([O:16][CH2:17][CH3:18])=[C:9]([NH:12][C:13](=[O:15])[CH3:14])[CH:10]=3)[N:5]=[CH:4][C:3]=2[C:19]#[N:20])=[CH:31][C:30]=1[Cl:36])[C:22]1[CH:23]=[CH:24][CH:25]=[CH:26][CH:27]=1 |f:2.3|. Procedure: A mixture of 4.17 g (0.0149 moles) of the N-(4-chloro-3-cyano-7-ethoxy-6-quinolinyl)acetamide, 4.04 g (0.0173 moles) of 4-benzyloxy-3-chloro-phenylamine (example 5), and 2.0 g (0.017 moles) of pyridine hydrochloride in 85 ml of isopropanol was stirred and refluxed in an oil bath for 30 minutes. The reaction was cooled in an ice bath, and the solid was collected by filtration and washed with isopropanol, and then with ether yielding 7.26 g of crude product as the hydrochloride salt. This material... The reactants are FC1=C(C=CC(=C1)F)C1=CC(=C(C(C(=O)O)=C1)O)I (5-(2,4-difluorophenyl)-3-iodo-salicylic acid), C(C)O (ethanol). Yields the product FC1=C(C=CC(=C1)F)C1=CC(=C(C(C(=O)OCC)=C1)O)I (Ethyl 5-(2,4-difluorophenyl)-3-iodo-salicylate). Reaction SMILES: [F:1][C:2]1[CH:7]=[C:6]([F:8])[CH:5]=[CH:4][C:3]=1[C:9]1[CH:17]=[C:13]([C:14]([OH:16])=[O:15])[C:12]([OH:18])=[C:11]([I:19])[CH:10]=1.[CH2:20](O)[CH3:21]>>[F:1][C:2]1[CH:7]=[C:6]([F:8])[CH:5]=[CH:4][C:3]=1[C:9]1[CH:17]=[C:13]([C:14]([O:16][CH2:20][CH3:21])=[O:15])[C:12]([OH:18])=[C:11]([I:19])[CH:10]=1. Procedure details: A solution of 5-(2,4-difluorophenyl)-3-iodo-salicylic acid (1.69 g, 4.61 mmol) in ethanol (20 ml) was cooled to 0° C. and a flow of anhydrous hydrochloride gas was bubbled through for 5 min. The solution was heated under reflux for 4 hr and cooled to room temperature, the solvents were evaporated at low pressure. The residue was dissolved in dichloromethane and the product was worked up. The reaction crude was purified by chromatography on silica gel using hexane/ethyl acetate (7:3) as the eluen... Reactants: CC(C)(C)c1ccc(S(=O)(=O)Cl)cc1, Cn1cc(C(=O)c2cc(Cl)ccc2N)nn1, c1ccncc1. Product: Cn1cc(C(=O)c2cc(Cl)ccc2NS(=O)(=O)c2ccc(C(C)(C)C)cc2)nn1. As a reaction SMILES: [C:17]([CH3:18])([CH3:19])([CH3:20])[c:21]1[cH:22][cH:23][c:24]([S:27](=[O:28])(=[O:29])[Cl:30])[cH:25][cH:26]1.[NH2:1][c:2]1[c:3]([C:9](=[O:10])[c:11]2[n:12][n:13][n:14]([CH3:16])[cH:15]2)[cH:4][c:5]([Cl:8])[cH:6][cH:7]1.[cH:31]1[cH:32][cH:33][n:34][cH:35][cH:36]1>>[NH:1]([c:2]1[c:3]([C:9](=[O:10])[c:11]2[n:12][n:13][n:14]([CH3:16])[cH:15]2)[cH:4][c:5]([Cl:8])[cH:6][cH:7]1)[S:27]([c:24]1[cH:23][cH:22][c:21]([C:17]([CH3:18])([CH3:19])[CH3:20])[cH:26][cH:25]1)(=[O:28])=[O:29]. Reactants: C1CCOC1 (THF), O1C(=CC=C1)NCC#N (α-(2-furyl)aminoacetonitrile), CN1N=CC(=C1)C(=O)Cl (1-methyl-1H-pyrazole-4-carboxylic acid chloride). The solvent is C(C)N(CC)CC (triethylamine). Conditions: time 16 hour. Yields the product C(#N)C(NC(=O)C=1C=NN(C1)C)C=1OC=CC1 (N-(cyano-2-furanylmethyl)-1-methyl-1H-pyrazole-4-carboxamide). Reaction SMILES: [CH2:1]1[CH2:5][O:4][CH2:3][CH2:2]1.[O:6]1C=[CH:9][CH:8]=[C:7]1[NH:11][CH2:12][C:13]#[N:14].[CH3:15][N:16]1[CH:20]=C(C(Cl)=O)C=[N:17]1>C(N(CC)CC)C>[C:13]([CH:12]([C:3]1[O:4][CH:5]=[CH:1][CH:2]=1)[NH:11][C:7]([C:8]1[CH:9]=[N:17][N:16]([CH3:20])[CH:15]=1)=[O:6])#[N:14]. Reported procedure: To a THF solution containing the α-(2-furyl)aminoacetonitrile (2.15 g) and triethylamine (1.75 g) was added 1-methyl-1H-pyrazole-4-carboxylic acid chloride (2.55 g) under cooling with ice, and the whole was stirred for 1 hour as such and then for 16 hours at room temperature. The solid product formed was taken out by filtration, and the solvent was evaporated out, and then the thus-obtained oily product was purified by column chromatography and then washed with isopropyl ether, to give 2.55 g of... Starting materials: FC(C(=O)O)(F)F (trifluoroacetic acid), C(C)(C)(C)OC(NC1CCNCC1)=O (piperidin-4-ylcarbamic acid tert-butyl ester), FC=1C=C(CBr)C=CC1F (3,4-difluorobenzyl bromide), C(C)(C)N(CC)C(C)C (diisoproylethylamine). The solvent is ClCCl (dichloromethane). Run at time 2 hour. Yields the product FC=1C=C(CN2CCC(CC2)N)C=CC1F (1-(3,4-Difluoro-benzyl)-piperidin-4-ylamine). Yield: 101.2%. RXN SMILES: C(OC(=O)[NH:7][CH:8]1[CH2:13][CH2:12][NH:11][CH2:10][CH2:9]1)(C)(C)C.[F:15][C:16]1[CH:17]=[C:18]([CH:21]=[CH:22][C:23]=1[F:24])[CH2:19]Br.C(N(C(C)C)CC)(C)C.FC(F)(F)C(O)=O>ClCCl>[F:15][C:16]1[CH:17]=[C:18]([CH:21]=[CH:22][C:23]=1[F:24])[CH2:19][N:11]1[CH2:10][CH2:9][CH:8]([NH2:7])[CH2:13][CH2:12]1. Procedure: A mixture of piperidin-4-ylcarbamic acid tert-butyl ester (5 g, 25.0 mmol), 3,4-difluorobenzyl bromide (4.7 g, 22.7 mmol) and diisoproylethylamine (5.9 ml, 34.0 mmol) in dichloromethane (50 ml) was stirred at room temperature for 2 h. After this period, trifluoroacetic acid (31 ml) was added and the reaction was stirred for a further 2 h. The solvent was evaporated in vacuo and a saturated solution of sodium carbonate was added. The mixture was extracted with dichloromethane and the separated or... Reaction SMILES: [Br:1][C:2]1[CH:7]=[CH:6][C:5]([CH:8]2[C:16]3[C:11](=[CH:12][CH:13]=[CH:14][CH:15]=3)[C:10]3=[N:17][CH:18]=[CH:19][N:9]23)=[CH:4][CH:3]=1.Br[CH2:21][C:22]([O:24][C:25]([CH3:28])([CH3:27])[CH3:26])=[O:23]>C1COCC1.C1CCCCC1>[C:25]([O:24][C:22](=[O:23])[CH2:21][C:8]1([C:5]2[CH:6]=[CH:7][C:2]([Br:1])=[CH:3][CH:4]=2)[C:16]2[C:11](=[CH:12][CH:13]=[CH:14][CH:15]=2)[C:10]2=[N:17][CH:18]=[CH:19][N:9]12)([CH3:28])([CH3:27])[CH3:26]. Product: C(C)(C)(C)OC(CC1(N2C(C3=CC=CC=C13)=NC=C2)C2=CC=C(C=C2)Br)=O (Tert-butyl[5-(4-bromophenyl)-5H-imidazo[2,1-a]isoindol-5-yl]acetate). Reactants: BrC1=CC=C(C=C1)C1N2C(C3=CC=CC=C13)=NC=C2 (5-(4-bromophenyl)-5H-imidazo[2,1-a]isoindole), BrCC(=O)OC(C)(C)C (tert-butyl bromoacetate). Solvent: C1CCOC1 (THF), C1CCCCC1 (cyclohexane). Procedure details: To a solution of 5-(4-bromophenyl)-5H-imidazo[2,1-a]isoindole (3.17 g) in THF (60 mL) at −78° C. was added LAD solution (10.19 mL, 1.5 M in cyclohexane) drop wise. After stirring for 5 minutes tert-butyl bromoacetate was added, cooling bath was removed and the reaction mixture was stirred at room temperature. After 1.5 h the reaction was quenched with aqueous saturated NH4Cl and layers were separated. Aqueous layer was extracted with EtOAc (2×). Combined organic layers were dried over Na2SO4 and... Starting materials: alkene, B (borane), B(O)O (boronic acid), C1CC1=O (monoethylene ketone), C(C)OBO (boronic acid ethyl ester). The product is C12(C(CCC(C1(C)C)C2)(C)O)O (pinanediol), 40. Reaction SMILES: B(O)O.[CH2:4]1[C:6](=O)[CH2:5]1.B.[CH2:9]([O:11]BO)[CH3:10]>>[C:9]12([OH:11])[CH2:4][CH:6]([C:5]1([CH3:5])[CH3:6])[CH2:10][CH2:9][C:10]2([OH:11])[CH3:4]. Reported procedure: Scheme 12 illustrates the preparation of boronic acid analogs containing a substituted cyclohexyl ring in the P1 site. Cyclohexadione monoethylene ketone 38 was converted to the alkene 39 using a Wittig reaction. 39 was hydroboronated using diiisopinocamphyl borane and converted to the boronic acid ethyl ester using the general procedure described by Brown et al. J. Org. Chem. 47, 5065, 1982. Transesterification with pinanediol gave 40. The α-chloro compound 41 was prepared by the homologation r... Starting materials: Cl (hydrochloric acid), OC1CCC(C2=CC=CC=C12)NC(=O)N (1,2,3,4-tetrahydro-4-hydroxy-1-naphthylurea), CI (methyl iodide), [H-].[Na+] (sodium hydride). Run in CN(C=O)C (dimethylformamide). Reaction conditions: time 8 hour. Yields the product COC1CCC(C2=CC=CC=C12)NC(=O)N (1,2,3,4-Tetrahydro-4-methoxy-1-naphthylurea). As a reaction SMILES: [OH:1][CH:2]1[C:11]2[C:6](=[CH:7][CH:8]=[CH:9][CH:10]=2)[CH:5]([NH:12][C:13]([NH2:15])=[O:14])[CH2:4][CH2:3]1.[H-].[Na+].[CH3:18]I.Cl>CN(C)C=O>[CH3:18][O:1][CH:2]1[C:11]2[C:6](=[CH:7][CH:8]=[CH:9][CH:10]=2)[CH:5]([NH:12][C:13]([NH2:15])=[O:14])[CH2:4][CH2:3]1 |f:1.2|. Procedure details: A 2.0 g sample of 1,2,3,4-tetrahydro-4-hydroxy-1-naphthylurea (cis/trans) is stirred in 10 ml of dry dimethylformamide and one equivalent of sodium hydride in mineral oil added at 0° C under a nitrogen atmosphere. After the addition is completed, 1.2 equivalents of methyl iodide is added and the reaction mixture stirred overnight. The mixture is carefully poured on ice, neutralized with hydrochloric acid and the title compound collected by filtration. Evaporation of the filtrate to dryness and w...